From a dataset of the Open Reaction Database (ORD), a public repository of structured organic reaction records. describe an organic reaction: reactants, conditions, products, and yield Reactants: CC1=CC(=NC=C1C#C[Si](C)(C)C)N (4-methyl-5-trimethylsilanylethynyl-pyridin-2-ylamine), C(=O)([O-])[O-].[K+].[K+] (K2CO3). The solvent is CO (MeOH). The product is C(#C)C=1C(=CC(=NC1)N)C (5-Ethynyl-4-methyl-pyridin-2-ylamine). RXN SMILES: [CH3:1][C:2]1[C:7]([C:8]#[C:9][Si](C)(C)C)=[CH:6][N:5]=[C:4]([NH2:14])[CH:3]=1.C([O-])([O-])=O.[K+].[K+]>CO>[C:8]([C:7]1[C:2]([CH3:1])=[CH:3][C:4]([NH2:14])=[N:5][CH:6]=1)#[CH:9] |f:1.2.3|. Reported procedure: The title compound is synthesized according to general procedure GP3 starting from 1.8 g (8.8 mmol) 4-methyl-5-trimethylsilanylethynyl-pyridin-2-ylamine and 609 mg (4.4 mmol) K2CO3 in 315 mL MeOH. The product is purified by chromatography on silica gel using a DCM/MeOH gradient. Yield: 1.0 g (86%). Solvent: ClC(Cl)(Cl)Cl (tetrachloromethane). Yields the product 11, BrCC1=CN=C(O1)C(=O)OCC (ethyl 5-(bromomethyl)-2-oxazolecarboxylate). Procedure: To a mixture of 6.2 parts of ethyl 5-methyl-2-oxazolecarboxylate and 191 parts of dry tetrachloromethane there were added 7.1 parts of N-bromosuccinimide and a few parts of benzoylperoxide under a nitrogen atmosphere. The whole was stirred for 1 hour at reflux temperature. After cooling, the reaction mixture was filtered and the filtrate was evaporated, yielding 11 parts (100%) of ethyl 5-(bromomethyl)-2-oxazolecarboxylate (interm. 21). Conditions: time 1 hour. Yield: 100.0%. RXN SMILES: [CH3:1][C:2]1[O:6][C:5]([C:7]([O:9][CH2:10][CH3:11])=[O:8])=[N:4][CH:3]=1.[Br:12]N1C(=O)CCC1=O.C(OOC(=O)C1C=CC=CC=1)(=O)C1C=CC=CC=1>ClC(Cl)(Cl)Cl>[Br:12][CH2:1][C:2]1[O:6][C:5]([C:7]([O:9][CH2:10][CH3:11])=[O:8])=[N:4][CH:3]=1. The reactants are CC1=CN=C(O1)C(=O)OCC (ethyl 5-methyl-2-oxazolecarboxylate), C(C1=CC=CC=C1)(=O)OOC(C1=CC=CC=C1)=O (benzoylperoxide), BrN1C(CCC1=O)=O (N-bromosuccinimide). Reactants: BrBr (bromine), C(C)(C)SC1=C(OC(=C1)[Si](C)(C)C)C(=O)NC1=NN=NN1 (3-isopropylthio-5-trimethylsilyl-N-1H-tetrazol-5-yl-2-furancarboxamide), O (water). Solvent: C(Cl)(Cl)Cl (chloroform), C(Cl)(Cl)Cl (chloroform), C(C)(=O)O (acetic acid). Reaction conditions: time 23 hour. Product: BrC1=CC(=C(O1)C(=O)NC1=NN=NN1)SC(C)C (5-Bromo-3-isopropylthio-N-1H-tetrazol-5-yl-2-furancarboxamide). Reaction SMILES: [Br:1]Br.[CH:3]([S:6][C:7]1[CH:11]=[C:10]([Si](C)(C)C)[O:9][C:8]=1[C:16]([NH:18][C:19]1[NH:23][N:22]=[N:21][N:20]=1)=[O:17])([CH3:5])[CH3:4].O>C(Cl)(Cl)Cl.C(O)(=O)C>[Br:1][C:10]1[O:9][C:8]([C:16]([NH:18][C:19]2[NH:23][N:22]=[N:21][N:20]=2)=[O:17])=[C:7]([S:6][CH:3]([CH3:5])[CH3:4])[CH:11]=1. Procedure details: A solution of 3.1 g (19.5 mmol, 1.6 equiv) of bromine in 7 mL of chloroform is added dropwise to a room temperature solution of 3.98 g (12.22 mmol) of 3-isopropylthio-5-trimethylsilyl-N-1H-tetrazol-5-yl-2-furancarboxamide in 13 mL of chloroform and 20 mL of glacial acetic acid under nitrogen atmosphere. The resulting mixture is stirred at room temperature for 23 hours then poured onto 200 mL of water. The aqueous mixture is extracted with ethyl acetate (3x). The combined extracts are washed with... Reactants: C, O=C(CN1C=CCOc2ccccc21)OCc1ccccc1, [Pd]. The product is O=C(O)CN1C=CCOc2ccccc21. Reaction SMILES: [C:23].[O:1]1[CH2:2][CH:3]=[CH:4][N:5]([CH2:12][C:13](=[O:14])[O:15][CH2:16][c:17]2[cH:18][cH:19][cH:20][cH:21][cH:22]2)[c:6]2[c:7]1[cH:8][cH:9][cH:10][cH:11]2.[Pd:24]>>[O:1]1[CH2:2][CH:3]=[CH:4][N:5]([CH2:12][C:13](=[O:14])[OH:15])[c:6]2[c:7]1[cH:8][cH:9][cH:10][cH:11]2.